Dataset: the Open Reaction Database (ORD), a public repository of structured organic reaction records. Task: describe an organic reaction: reactants, conditions, products, and yield Reactants: [OH-].[Na+] (NaOH), [C-]#N.[K+] (potassium cyanide), [Cl-].[NH4+] (ammonium chloride), CC1=CC=C(C=N1)C=O (6-methyl-3-pyridin-carboxaldehyde). Solvent: O (water). Conditions: time 18 hour. The product is NC(C#N)C=1C=NC(=CC1)C (Alpha-amino-alpha-(6-methyl-3-pyridinyl)acetonitrile). As a reaction SMILES: [C-:1]#[N:2].[K+].[Cl-].[NH4+:5].[CH3:6][C:7]1[N:12]=[CH:11][C:10]([CH:13]=O)=[CH:9][CH:8]=1.[OH-].[Na+]>O>[NH2:5][CH:13]([C:10]1[CH:11]=[N:12][C:7]([CH3:6])=[CH:8][CH:9]=1)[C:1]#[N:2] |f:0.1,2.3,5.6|. Reported procedure: To a solution of potassium cyanide (6.96 g, 107 mmol) and ammonium chloride (5.72 g, 107 mmol) in water (5 ml) was added 6-methyl-3-pyridin-carboxaldehyde (8.68 g, 71.5 mmol) and the reaction mixture was stirred at room temperature for 18 h. The reaction mixture was basified with 50% NaOH and extracted with ethyl acetate. The organic phase was dried (MgSO4) and evaporated to give the crude desired product in 7 g yield. The product was used without further purification. The reactants are CC(C)(C)OC(=O)NCCCBr, COC(=O)c1ccc(OC)cc1O, CN(C)C=O, [I-], [K+], O. Yields the product COC(=O)c1ccc(OC)cc1OCCCNC(=O)OC(C)(C)C. Reaction SMILES: [C:14]([CH3:15])([CH3:16])([CH3:17])[O:18][C:19](=[O:20])[NH:21][CH2:22][CH2:23][CH2:24][Br:25].[CH3:1][O:2][c:3]1[cH:4][c:5]([OH:13])[c:6]([C:7](=[O:8])[O:9][CH3:10])[cH:11][cH:12]1.[CH3:28][N:29]([CH3:30])[CH:31]=[O:32].[I-:27].[K+:26].[OH2:33]>>[CH3:1][O:2][c:3]1[cH:4][c:5]([O:13][CH2:24][CH2:23][CH2:22][NH:21][C:19]([O:18][C:14]([CH3:15])([CH3:16])[CH3:17])=[O:20])[c:6]([C:7](=[O:8])[O:9][CH3:10])[cH:11][cH:12]1. Reactants: ClC1=C2C=CC=NC2=C(C(=C1)S(=O)(=O)NC1=CC=C(C=C1)Cl)OC (5-chloro-N-(4-chlorophenyl)-8-methoxy-7-quinolinesulfonamide), B(Br)(Br)Br (BBr3). Product: ClC1=C2C=CC=NC2=C(C(=C1)S(=O)(=O)NC1=CC=C(C=C1)Cl)O (5-Chloro-N-(4-chlorophenyl)-8-hydroxy-7-quinolinesulfonamide). RXN SMILES: [Cl:1][C:2]1[CH:11]=[C:10]([S:12]([NH:15][C:16]2[CH:21]=[CH:20][C:19]([Cl:22])=[CH:18][CH:17]=2)(=[O:14])=[O:13])[C:9]([O:23]C)=[C:8]2[C:3]=1[CH:4]=[CH:5][CH:6]=[N:7]2.B(Br)(Br)Br>>[Cl:1][C:2]1[CH:11]=[C:10]([S:12]([NH:15][C:16]2[CH:21]=[CH:20][C:19]([Cl:22])=[CH:18][CH:17]=2)(=[O:13])=[O:14])[C:9]([OH:23])=[C:8]2[C:3]=1[CH:4]=[CH:5][CH:6]=[N:7]2. Procedure: The title compound is prepared from 5-chloro-N-(4-chlorophenyl)-8-methoxy-7-quinolinesulfonamide, which is the fist title compound of Preparation 9, and 6 equivalents of BBr3 according to the procedure described in Example 18. Crystallization from Et2O/hexane/CH2Cl2 affords 0.015 g of the title compound as a red-brown solid. The reactants are BrCCCCl (1-Bromo-3-chloropropane), C(C)OC(=O)C=1NC2=CC=C(C=C2C1)CN1C=NC=C1 (2-Ethoxycarbonyl-5-(1H-imidazol-1-ylmethyl)-1H-indole), [H-].[Na+] (sodium hydride), BrCCCCl (1-bromo-3-chloropropane), O (Water). Solvent: CN(C)C=O (DMF), C(C)(=O)OCC (ethyl acetate). Yields the product ClCCCN1C(=CC2=CC(=CC=C12)CN1C=NC=C1)C(=O)OCC (1-(3-Chloropropyl)-2-ethoxycarbonyl-5-(1H-imidazol-1-ylmethyl)-1H-indole). Procedure details: 2-Ethoxycarbonyl-5-(1H-imidazol-1-ylmethyl)-1H-indole (1.00 g) was dissolved in DMF (10 ml), and thereto was added sodium hydride (156 mg, purity 60%) under ice-cooling, followed by stirring at room temperature for 1 hour. Thereto was added 1-bromo-3-chloropropane (0.39 ml ), and the mixture was stirred for 1.5 hours. 1-Bromo-3-chloropropane (0.20 ml) was added again, and the mixture was stirred at room temperature for 16 hours. Water and ethyl acetate were added to the reaction mixture for extr... Reaction SMILES: [CH2:1]([O:3][C:4]([C:6]1[NH:7][C:8]2[C:13]([CH:14]=1)=[CH:12][C:11]([CH2:15][N:16]1[CH:20]=[CH:19][N:18]=[CH:17]1)=[CH:10][CH:9]=2)=[O:5])[CH3:2].[H-].[Na+].Br[CH2:24][CH2:25][CH2:26][Cl:27].O>CN(C=O)C.C(OCC)(=O)C>[Cl:27][CH2:26][CH2:25][CH2:24][N:7]1[C:8]2[C:13](=[CH:12][C:11]([CH2:15][N:16]3[CH:20]=[CH:19][N:18]=[CH:17]3)=[CH:10][CH:9]=2)[CH:14]=[C:6]1[C:4]([O:3][CH2:1][CH3:2])=[O:5] |f:1.2|. Conditions: time 1 hour. The reactants are ClC(C(=O)NS(=O)(=O)C)(C1=CC=CC=C1)C1=NC(=CC(=N1)OC)OC (2-Chloro-2-(4,6-dimethoxypyrimidin-2-yl)-N-methanesulfonyl-2-phenylacetamide), C[O-].[Na+] (sodium methoxide). RXN SMILES: Cl[C:2]([C:16]1[N:21]=[C:20]([O:22][CH3:23])[CH:19]=[C:18]([O:24][CH3:25])[N:17]=1)([C:10]1[CH:15]=[CH:14][CH:13]=[CH:12][CH:11]=1)[C:3]([NH:5][S:6]([CH3:9])(=[O:8])=[O:7])=[O:4].[CH3:26][O-:27].[Na+]>CO>[CH3:25][O:24][C:18]1[CH:19]=[C:20]([O:22][CH3:23])[N:21]=[C:16]([C:2]([O:27][CH3:26])([C:10]2[CH:15]=[CH:14][CH:13]=[CH:12][CH:11]=2)[C:3]([NH:5][S:6]([CH3:9])(=[O:8])=[O:7])=[O:4])[N:17]=1 |f:1.2|. Procedure: 2-Chloro-2-(4,6-dimethoxypyrimidin-2-yl)-N-methanesulfonyl-2-phenylacetamide (0.7 g) was boiled under reflux with sodium methoxide (0.2 g) in methanol (30 ml) for 5 hours. The methanol was evaporated off under vacuum. The residue was treated with ether and the precipitated sodium salt was taken into water. The aqueous solution was washed with ether, fresh ether was added, and the whole was acidified with hydrochloric acid. A white solid crystallised from the ether layer. This was filtered off, w... Yield: 67.9%. Yields the product COC1=NC(=NC(=C1)OC)C(C(=O)NS(=O)(=O)C)(C1=CC=CC=C1)OC (2-(4,6-Dimethoxypyrimidin-2-yl)-N-methanesulfonyl-2methoxy-2-phenylacetamid). Solvent: CO (methanol). The reactants are N1=CC=C(C=C1)N1CCN(CC1)CC(=O)C1=CC(=C(OCC(=O)OC)C=C1)OC (Methyl 4-[2-[4-(4-pyridyl)piperazin-1-yl]acetyl]-2-methoxyphenoxyacetate). Run in O (H2O). Yields the product N1=CC=C(C=C1)N1CCN(CC1)CC(=O)C1=CC(=C(OCC(=O)O)C=C1)OC (4-[2-[4-(4-pyridyl)piperazin-1-yl]acetyl]-2-methoxyphenoxyacetic acid). The yield is 47.0%. Reaction SMILES: [N:1]1[CH:6]=[CH:5][C:4]([N:7]2[CH2:12][CH2:11][N:10]([CH2:13][C:14]([C:16]3[CH:27]=[CH:26][C:19]([O:20][CH2:21][C:22]([O:24]C)=[O:23])=[C:18]([O:28][CH3:29])[CH:17]=3)=[O:15])[CH2:9][CH2:8]2)=[CH:3][CH:2]=1>O>[N:1]1[CH:6]=[CH:5][C:4]([N:7]2[CH2:8][CH2:9][N:10]([CH2:13][C:14]([C:16]3[CH:27]=[CH:26][C:19]([O:20][CH2:21][C:22]([OH:24])=[O:23])=[C:18]([O:28][CH3:29])[CH:17]=3)=[O:15])[CH2:11][CH2:12]2)=[CH:3][CH:2]=1. Procedure details: In a similar manner to Example 2, but starting from the product of Example 5, the title compound was prepared in 47% yield: m.p. 218°-224° C.; NMR(d6DMSO) δ 8.16(2H,d), 7.65(1H,dd), 7.53(1H,d), 6.92(1H,d), 6.85(2H,d), 4.73(2H,s), 3.86(2H,s), 3.82(3H,s), 3.36(4H,t), 2.63(4H,t); m/e 386(M+H)+ ; calculated for C20H23N3O5. H2O: C, 59.5; H, 6.2; N, 10.4. found: C, 59.5; H, 5.9; N, 10.1%. Reactants: COC(=O)c1c(-c2ccc(F)cc2)nn2cc(N(CCO[Si](C)(C)C(C)(C)C)S(C)(=O)=O)c(O)cc12, CCOC(C)=O, [H][H]. Product: COC(=O)c1c(-c2ccc(F)cc2)nn2cc(N(CCO)S(C)(=O)=O)c(O)cc12. Reaction SMILES: [C:1]([Si:2]([CH3:3])([CH3:4])[O:6][CH2:7][CH2:8][N:9]([S:10](=[O:11])(=[O:12])[CH3:13])[c:14]1[c:15]([OH:34])[cH:16][c:17]2[n:18]([cH:19]1)[n:20][c:21](-[c:27]1[cH:28][cH:29][c:30]([F:33])[cH:31][cH:32]1)[c:22]2[C:23](=[O:24])[O:25][CH3:26])([CH3:5])([CH3:35])[CH3:36].[CH3:39][CH2:40][O:41][C:42](=[O:43])[CH3:44].[H:37][H:38]>>[OH:6][CH2:7][CH2:8][N:9]([S:10](=[O:11])(=[O:12])[CH3:13])[c:14]1[c:15]([OH:34])[cH:16][c:17]2[n:18]([cH:19]1)[n:20][c:21](-[c:27]1[cH:28][cH:29][c:30]([F:33])[cH:31][cH:32]1)[c:22]2[C:23](=[O:24])[O:25][CH3:26].